Task: describe an organic reaction: reactants, conditions, products, and yield. Dataset: the Open Reaction Database (ORD), a public repository of structured organic reaction records Starting materials: crude mixture, [NH4+].[Cl-] (NH4Cl), BrCCCOC (1-bromo-3-methoxypropane), [H-].[Na+] (NaH), oil, N1C=CC2=CC=C(C=C12)C(=O)OC (methyl indole-6-carboxylate). The solvent is C(Cl)Cl (CH2Cl2), CN(C)C=O (DMF). Reaction conditions: time 8 hour. Product: COC(=O)C1=CC=C2C=CN(C2=C1)CCCOC (1-(3-Methoxy-propyl)-1H-indole-6-carboxylic acid methyl ester). As a reaction SMILES: [NH:1]1[C:9]2[C:4](=[CH:5][CH:6]=[C:7]([C:10]([O:12][CH3:13])=[O:11])[CH:8]=2)[CH:3]=[CH:2]1.[H-].[Na+].Br[CH2:17][CH2:18][CH2:19][O:20][CH3:21].[NH4+].[Cl-]>CN(C=O)C.C(Cl)Cl>[CH3:13][O:12][C:10]([C:7]1[CH:8]=[C:9]2[C:4]([CH:3]=[CH:2][N:1]2[CH2:17][CH2:18][CH2:19][O:20][CH3:21])=[CH:5][CH:6]=1)=[O:11] |f:1.2,4.5|. Procedure details: To a solution of methyl indole-6-carboxylate (5.0 g, 28.5 mmol) in DMF (25 mL) is added under nitrogen, NaH-60% dispersion in oil (1.25 g, 31.3 mmol), the mixture is heated at 60° C. for 2 h, cooled to RT and 1-bromo-3-methoxypropane (8.7 g, 57.0 mmol) is added. The mixture is further stirred at 60° C. overnight. The crude mixture is poured into an aqueous solution of NH4Cl and diluted with CH2Cl2. The layers are separated and the aqueous one extracted twice with CH2Cl2. The combined organic ext... The reactants are C(C)O (ethanol), BrC(=CC=1SC(=CC1)C1=CC=C(C=C1)OCOC)Br (2-(2,2-dibromoethenyl)-5-(4-methoxymethoxyphenyl)thiophene). The reagents and catalysts are Cl (hydrochloric acid). Solvent: O1CCCC1 (tetrahydrofuran), C(C)OCC (diethyl ether). Run at time 18 hour. Yields the product BrC(=CC=1SC(=CC1)C1=CC=C(C=C1)O)Br (2-(2,2-dibromoethenyl)-5-(4-hydroxyphenyl)thiophene). Yield: 108.3%. RXN SMILES: [Br:1][C:2]([Br:19])=[CH:3][C:4]1[S:5][C:6]([C:9]2[CH:14]=[CH:13][C:12]([O:15]COC)=[CH:11][CH:10]=2)=[CH:7][CH:8]=1.C(O)C>Cl.O1CCCC1.C(OCC)C>[Br:19][C:2]([Br:1])=[CH:3][C:4]1[S:5][C:6]([C:9]2[CH:14]=[CH:13][C:12]([OH:15])=[CH:11][CH:10]=2)=[CH:7][CH:8]=1. Reported procedure: A mixture of 2-(2,2-dibromoethenyl)-5-(4-methoxymethoxyphenyl)thiophene (8.8 g, 0.02 mole), prepared by the method of Example 6, ethanol (10 mL), and two drops of concentrated hydrochloric acid in tetrahydrofuran (50 mL) was stirred at room temperature for approximately 18 hours. Gaseous hydrogen chloride was bubbled into the mixture for several seconds, after which 10 mL of methanol was added. The resultant mixture was stirred at room temperature for two hours. This mixture was poured into an a...